This data is from the Open Reaction Database (ORD), a public repository of structured organic reaction records. The task is: describe an organic reaction: reactants, conditions, products, and yield Starting materials: O.NN (hydrazine hydrate), CN(C=CC(=O)C1=C(OCC(CN2CCN(CC2)C2=CC=C(C=C2)Cl)O)C=CC=C1)C (1-[2-(3-Dimethylamino-1-oxo-propenyl)-phenoxy]-3-[4-(4-chlorophenyl)-piperazin-1-yl]-propan-2-ol), Cl (HCl). Solvent: C(C)O (ethanol). Yields the product N1N=C(C=C1)C1=C(OCC(CN2CCN(CC2)C2=CC=C(C=C2)Cl)O)C=CC=C1 (1-[2-(Pyrazol-3-yl)-phenoxy]-3-[4-(4-chlorophenyl)-piperazin-1-yl]-propan-2-ol). The yield is 88.0%. RXN SMILES: O.[NH2:2]N.C[N:5](C)[CH:6]=[CH:7][C:8]([C:10]1[CH:33]=[CH:32][CH:31]=[CH:30][C:11]=1[O:12][CH2:13][CH:14]([OH:29])[CH2:15][N:16]1[CH2:21][CH2:20][N:19]([C:22]2[CH:27]=[CH:26][C:25]([Cl:28])=[CH:24][CH:23]=2)[CH2:18][CH2:17]1)=O.Cl>C(O)C>[NH:5]1[CH:6]=[CH:7][C:8]([C:10]2[CH:33]=[CH:32][CH:31]=[CH:30][C:11]=2[O:12][CH2:13][CH:14]([OH:29])[CH2:15][N:16]2[CH2:21][CH2:20][N:19]([C:22]3[CH:23]=[CH:24][C:25]([Cl:28])=[CH:26][CH:27]=3)[CH2:18][CH2:17]2)=[N:2]1 |f:0.1|. Procedure details: 15 ml of hydrazine hydrate are added to 8.0 g (0.017 mole) of 1-[2-(3-Dimethylamino-1-oxo-propenyl)-phenoxy]-3-[4-(4-chlorophenyl)-piperazin-1-yl]-propan-2-ol.HCl (Example 4b) in 100 ml of ethanol, and the mixture is refluxed for 3 days. The solvent is distilled off and the residue is recrystallized from ethanol. 6.2 g (88%) of a product of melting point 120°-121° C. are isolated.